From a dataset of the Open Reaction Database (ORD), a public repository of structured organic reaction records. describe an organic reaction: reactants, conditions, products, and yield The reagents and catalysts are [Zn] (Zn). Reaction SMILES: O[CH:2]([C:37]1[CH:42]=[CH:41][C:40]([C:43]([F:46])([F:45])[F:44])=[CH:39][CH:38]=1)[C:3]1[C:12]2[C:11](=[O:13])[N:10]([CH2:14][CH2:15][CH2:16][O:17][CH:18]3CCCC[O:19]3)[C:9](=[O:24])[N:8]([CH3:25])[C:7]=2[N:6]=[CH:5][C:4]=1[O:26][C:27]1[CH:32]=[CH:31][CH:30]=[C:29]([C:33]([F:36])([F:35])[F:34])[CH:28]=1>C(O)=O.[Zn]>[CH:18]([O:17][CH2:16][CH2:15][CH2:14][N:10]1[C:11](=[O:13])[C:12]2[C:3]([CH2:2][C:37]3[CH:38]=[CH:39][C:40]([C:43]([F:44])([F:45])[F:46])=[CH:41][CH:42]=3)=[C:4]([O:26][C:27]3[CH:32]=[CH:31][CH:30]=[C:29]([C:33]([F:34])([F:36])[F:35])[CH:28]=3)[CH:5]=[N:6][C:7]=2[N:8]([CH3:25])[C:9]1=[O:24])=[O:19]. Conditions: temperature 100 celsius. Solvent: C(=O)O (HCOOH). Reactants: OC(C1=C(C=NC=2N(C(N(C(C21)=O)CCCOC2OCCCC2)=O)C)OC2=CC(=CC=C2)C(F)(F)F)C2=CC=C(C=C2)C(F)(F)F (5-(hydroxy(4-(trifluoromethyl)phenyl)methyl)-1-methyl-3-(3-(tetrahydro-2H-pyran-2-yloxy)propyl)-6-(3-(trifluoromethyl)phenoxy)pyrido[2,3-d]pyrimidine-2,4(1H,3H)-dione). The product is C(=O)OCCCN1C(N(C2=C(C1=O)C(=C(C=N2)OC2=CC(=CC=C2)C(F)(F)F)CC2=CC=C(C=C2)C(F)(F)F)C)=O (3-(1-methyl-2,4-dioxo-5-(4-(trifluoromethyl)benzyl)-6-(3-(trifluoromethyl)phenoxy)-1,2-dihydro pyrido[2,3-d]pyrimidin-3(4H)-yl)propyl formate). Isolated yield 84.3%. Procedure details: To a solution of 5-(hydroxy(4-(trifluoromethyl)phenyl)methyl)-1-methyl-3-(3-(tetrahydro-2H-pyran-2-yloxy)propyl)-6-(3-(trifluoromethyl)phenoxy)pyrido[2,3-d]pyrimidine-2,4(1H,3H)-dione (200 mg, crude) in HCOOH (5 mL) was added Zn dust (100 mg, 1.54 mmol). The reaction was heated at 100° C. for 1 h, cooled to RT and filtered. The filtrate was concentrated to give 3-(1-methyl-2,4-dioxo-5-(4-(trifluoromethyl)benzyl)-6-(3-(trifluoromethyl)phenoxy)-1,2-dihydro pyrido[2,3-d]pyrimidin-3(4H)-yl)propyl fo... Starting materials: CI, CN(C)C=O, [H-], [Na+], COC(=O)C1=COc2cc(O)ccc2O1. Product: COC(=O)C1=COc2cc(OC)ccc2O1. RXN SMILES: [CH3:18][I:19].[CH3:20][N:21]([CH3:22])[CH:23]=[O:24].[H-:16].[Na+:17].[OH:1][c:2]1[cH:3][c:4]2[c:5]([cH:14][cH:15]1)[O:6][C:7]([C:10](=[O:11])[O:12][CH3:13])=[CH:8][O:9]2>>[O:1]([c:2]1[cH:3][c:4]2[c:5]([cH:14][cH:15]1)[O:6][C:7]([C:10](=[O:11])[O:12][CH3:13])=[CH:8][O:9]2)[CH3:18]. The reactants are CCN(C(C)C)C(C)C, O=C(Cl)OCc1ccccc1, NCC1Cc2ccc3c(c2O1)CCC3, C1CCOC1. Product: O=C(NCC1Cc2ccc3c(c2O1)CCC3)OCc1ccccc1. Reaction SMILES: [CH:15]([N:16]([CH:17]([CH3:18])[CH3:19])[CH2:20][CH3:21])([CH3:22])[CH3:23].[Cl:24][C:25](=[O:26])[O:27][CH2:28][c:29]1[cH:30][cH:31][cH:32][cH:33][cH:34]1.[O:1]1[c:2]2[c:3]([cH:8][cH:9][c:10]3[c:14]2[CH2:13][CH2:12][CH2:11]3)[CH2:4][CH:5]1[CH2:6][NH2:7].[O:35]1[CH2:36][CH2:37][CH2:38][CH2:39]1>>[O:1]1[c:2]2[c:3]([cH:8][cH:9][c:10]3[c:14]2[CH2:13][CH2:12][CH2:11]3)[CH2:4][CH:5]1[CH2:6][NH:7][C:25](=[O:26])[O:27][CH2:28][c:29]1[cH:30][cH:31][cH:32][cH:33][cH:34]1.